This data is from the Open Reaction Database (ORD), a public repository of structured organic reaction records. The task is: describe an organic reaction: reactants, conditions, products, and yield Starting materials: C=Cc1ccccc1C1C(N2C(=O)OCC2c2ccccc2)C(=O)N1C(CC(C)C)C(=O)OC, [Na+], C1CCOC1, [OH-], O. Product: C=Cc1ccccc1C1C(N2C(=O)OCC2c2ccccc2)C(=O)N1C(CC(C)C)C(=O)O. As a reaction SMILES: [CH2:1]([CH:2]([CH3:3])[CH3:4])[CH:5]([C:6](=[O:7])[O:8][CH3:9])[N:10]1[C:11](=[O:34])[CH:12]([N:22]2[C:23](=[O:33])[O:24][CH2:25][CH:26]2[c:27]2[cH:28][cH:29][cH:30][cH:31][cH:32]2)[CH:13]1[c:14]1[c:15]([CH:16]=[CH2:17])[cH:18][cH:19][cH:20][cH:21]1.[Na+:36].[O:37]1[CH2:38][CH2:39][CH2:40][CH2:41]1.[OH-:35].[OH2:42]>>[CH2:1]([CH:2]([CH3:3])[CH3:4])[CH:5]([C:6](=[O:7])[OH:8])[N:10]1[C:11](=[O:34])[CH:12]([N:22]2[C:23](=[O:33])[O:24][CH2:25][CH:26]2[c:27]2[cH:28][cH:29][cH:30][cH:31][cH:32]2)[CH:13]1[c:14]1[c:15]([CH:16]=[CH2:17])[cH:18][cH:19][cH:20][cH:21]1.